Task: describe an organic reaction: reactants, conditions, products, and yield. Dataset: the Open Reaction Database (ORD), a public repository of structured organic reaction records The reactants are ClCCl, N#Cc1ccc(O)cc1F, CC(C)OC(=O)N=NC(=O)OC(C)C, C1CCOC1, c1ccc(P(c2ccccc2)c2ccccc2)cc1, OCc1ccsc1. RXN SMILES: [Cl:56][CH2:57][Cl:58].[F:34][c:35]1[c:36]([C:37]#[N:38])[cH:39][cH:40][c:41]([OH:43])[cH:42]1.[O:20]=[C:21]([O:22][CH:23]([CH3:24])[CH3:25])[N:26]=[N:27][C:28]([O:29][CH:30]([CH3:31])[CH3:32])=[O:33].[O:51]1[CH2:52][CH2:53][CH2:54][CH2:55]1.[c:1]1([P:2]([c:3]2[cH:4][cH:5][cH:6][cH:7][cH:8]2)[c:9]2[cH:10][cH:11][cH:12][cH:13][cH:14]2)[cH:15][cH:16][cH:17][cH:18][cH:19]1.[s:44]1[cH:45][c:46]([CH2:49][OH:50])[cH:47][cH:48]1>>[F:34][c:35]1[c:36]([C:37]#[N:38])[cH:39][cH:40][c:41]([O:43][CH2:49][c:46]2[cH:45][s:44][cH:48][cH:47]2)[cH:42]1. The product is N#Cc1ccc(OCc2ccsc2)cc1F. Reactants: aqueous solution, [K] (potassium), ON=C(C#N)C1=C(C=CC=C1)COC1=C(C=CC(=C1)C)C (α-hydroxyimino-2-(2,5-dimethylphenoxymethyl)phenylacetonitrile), CC1=C(OCC2=C(C=CC=C2)COC2=C(C=CC(=C2)C)C)C=C(C=C1)C (1,2-bis(2,5-dimethylphenoxymethyl)benzene). Solvent: C1(=CC=CC=C1)C (toluene). Yields the product ON=C(C#N)C1=CC=CC=C1 (α-hydroxyiminophenylacetonitrile). Reaction SMILES: [K].[OH:2][N:3]=[C:4]([C:7]1[CH:12]=[CH:11][CH:10]=[CH:9][C:8]=1COC1C=C(C)C=CC=1C)[C:5]#[N:6].CC1C=CC(C)=CC=1OCC1C=CC=CC=1COC1C=C(C)C=CC=1C>C1(C)C=CC=CC=1>[OH:2][N:3]=[C:4]([C:7]1[CH:12]=[CH:11][CH:10]=[CH:9][CH:8]=1)[C:5]#[N:6] |^1:0|. Procedure details: Thus, 1262.7 g of an aqueous solution containing 189.1 g (0.594 mol, 95.8% yield, E/Z=15/85) of the potassium salt of α-hydroxyimino-2-(2,5-dimethylphenoxymethyl)phenylacetonitrile was obtained. It was found that 1,2-bis(2,5-dimethylphenoxymethyl)benzene was not found in the aqueous solution, but contained at an amount of 33.7 g (0.097 mol, 96.1% recovery) in 594 g of toluene after washing. The reactants are CCCC[N+](CCCC)(CCCC)CCCC, CN(C)C=O, CC(C)[Si](Sc1cccc(C2(C(N)=O)CCOCC2)c1)(C(C)C)C(C)C, Cn1nccc1C(=O)c1ccc(F)cc1Cl, [F-], C1CCOC1, O. Product: Cn1nccc1C(=O)c1ccc(Sc2cccc(C3(C(N)=O)CCOCC3)c2)cc1Cl. Reaction SMILES: [CH3:44][CH2:45][CH2:46][CH2:47][N+:48]([CH2:49][CH2:50][CH2:51][CH3:52])([CH2:53][CH2:54][CH2:55][CH3:56])[CH2:57][CH2:58][CH2:59][CH3:60].[CH3:66][N:67]([CH3:68])[CH:69]=[O:70].[CH:17]([Si:18]([CH:19]([CH3:20])[CH3:37])([S:21][c:22]1[cH:23][c:24]([C:28]2([C:34](=[O:35])[NH2:36])[CH2:29][CH2:30][O:31][CH2:32][CH2:33]2)[cH:25][cH:26][cH:27]1)[CH:38]([CH3:39])[CH3:40])([CH3:41])[CH3:42].[Cl:1][c:2]1[c:3]([C:9](=[O:10])[c:11]2[cH:12][cH:13][n:14][n:15]2[CH3:16])[cH:4][cH:5][c:6]([F:8])[cH:7]1.[F-:43].[O:61]1[CH2:62][CH2:63][CH2:64][CH2:65]1.[OH2:71]>>[Cl:1][c:2]1[c:3]([C:9](=[O:10])[c:11]2[cH:12][cH:13][n:14][n:15]2[CH3:16])[cH:4][cH:5][c:6]([S:21][c:22]2[cH:23][c:24]([C:28]3([C:34](=[O:35])[NH2:36])[CH2:29][CH2:30][O:31][CH2:32][CH2:33]3)[cH:25][cH:26][cH:27]2)[cH:7]1. The reactants are COCCBr, [K+], [K+], O=C([O-])[O-], CN(C)C=O, O, O=c1c(O)cn(-c2cccc(C(F)(F)F)c2)nc1-c1ccnn1-c1ccccc1. Product: COCCOc1cn(-c2cccc(C(F)(F)F)c2)nc(-c2ccnn2-c2ccccc2)c1=O. Reaction SMILES: [CH3:30][O:31][CH2:32][CH2:33][Br:34].[K+:35].[K+:36].[O-:37][C:38]([O-:39])=[O:40].[O:42]=[CH:43][N:44]([CH3:45])[CH3:46].[OH2:41].[OH:1][c:2]1[c:3](=[O:29])[c:4](-[c:18]2[cH:19][cH:20][n:21][n:22]2-[c:23]2[cH:24][cH:25][cH:26][cH:27][cH:28]2)[n:5][n:6](-[c:8]2[cH:9][c:10]([C:14]([F:15])([F:16])[F:17])[cH:11][cH:12][cH:13]2)[cH:7]1>>[O:1]([c:2]1[c:3](=[O:29])[c:4](-[c:18]2[cH:19][cH:20][n:21][n:22]2-[c:23]2[cH:24][cH:25][cH:26][cH:27][cH:28]2)[n:5][n:6](-[c:8]2[cH:9][c:10]([C:14]([F:15])([F:16])[F:17])[cH:11][cH:12][cH:13]2)[cH:7]1)[CH2:33][CH2:32][O:31][CH3:30]. Reactants: NC1=CC(=C(C(=O)NCCN(CC)CC)C=C1Cl)OCCS(=O)C (4-amino-5-chloro-2[2-(methylsulfinyl)ethoxy]-N-[2-(diethylamino)ethyl]benzamide), CC(=O)C (acetone), Cl (HCl). Run in CC(C)O (2-propanol). Run at temperature 25 celsius, time 18 hour. The product is O.Cl.NC1=CC(=C(C(=O)NCCN(CC)CC)C=C1Cl)OCCS(=O)C (4-amino-5-chloro-2-[2-(methylsulfinyl)ethoxy]-N-[2-(diethylamino)ethyl]benzamide hydrochloride monohydrate). Reaction SMILES: [NH2:1][C:2]1[C:17]([Cl:18])=[CH:16][C:5]([C:6]([NH:8][CH2:9][CH2:10][N:11]([CH2:14][CH3:15])[CH2:12][CH3:13])=[O:7])=[C:4]([O:19][CH2:20][CH2:21][S:22]([CH3:24])=[O:23])[CH:3]=1.CC(C)=O.Cl>CC(O)C>[OH2:7].[ClH:18].[NH2:1][C:2]1[C:17]([Cl:18])=[CH:16][C:5]([C:6]([NH:8][CH2:9][CH2:10][N:11]([CH2:14][CH3:15])[CH2:12][CH3:13])=[O:7])=[C:4]([O:19][CH2:20][CH2:21][S:22]([CH3:24])=[O:23])[CH:3]=1 |f:4.5.6|. Procedure details: A mixture of 4-amino-5-chloro-2[2-(methylsulfinyl)ethoxy]-N-[2-(diethylamino)ethyl]benzamide (84.50 g, 22.5 mmoles), acetone (592 ml) and 2-propanol (169 ml) was stirred and warmed until complete solution (ca. 25° C.) and then 56.2 ml of 4N HCl (1 equivalent) was all at once. The temperature rose to 32° C. After one hour at ambient temperature the mixture was stored at 0° C. for 18 hours. The hydrochloride salt was collected by filtration, rinses with acetone and dried in vacuo over P2O5 for six... The reactants are C(\C=C\C1=CC(OC)=C(O)C=C1)(=O)O (Ferulic acid), C(CC)O (n-propyl alcohol), Cl (hydrogen chloride). Run in CCCCCC.C(C)(=O)OCC (n-hexane ethyl acetate). Yields the product C(\C=C\C1=CC(OC)=C(O)C=C1)(=O)OCCC (n-propyl ferulate). Isolated yield 91.6%. RXN SMILES: [C:1]([OH:14])(=[O:13])/[CH:2]=[CH:3]/[C:4]1[CH:12]=[CH:11][C:9]([OH:10])=[C:6]([O:7][CH3:8])[CH:5]=1.[CH2:15](O)[CH2:16][CH3:17].Cl>CCCCCC.C(OCC)(=O)C>[C:1]([O:14][CH2:15][CH2:16][CH3:17])(=[O:13])/[CH:2]=[CH:3]/[C:4]1[CH:12]=[CH:11][C:9]([OH:10])=[C:6]([O:7][CH3:8])[CH:5]=1 |f:3.4|. Reported procedure: Ferulic acid (4.85 g) and then n-propyl alcohol (50 ml) containing hydrogen chloride (4%) were placed in an egg-plant type flask (200 ml), and heated under reflux overnight. The disappearance of the starting material was confirmed by thin layer chromatography (TLC: n-hexane/ethyl acetate=2/1), then the solvent was evaporated under reduced pressure by a rotary evaporator. Benzene was added to the residue, and then, the solvent was again evaporated by a rotary evaporator to obtain the crude produc... The reactants are C12(CC3CC(CC(C1)C3)C2)C2=C(C=C(C(=C2)Br)OC)O (2-(1-adamantyl)-4-bromo-5-methoxyphenol), C(C1=CC=CC=C1)Br (benzyl bromide), C(=O)([O-])[O-].[K+].[K+] (K2CO3). Solvent: CC(=O)C (acetone). Product: C12(CC3CC(CC(C1)C3)C2)C=2C(=CC(=C(C2)Br)OC)OCC2=CC=CC=C2 (5-(1-adamantyl)-4-benzyloxy-2-methoxyphenyl bromide). The yield is 76.2%. As a reaction SMILES: [C:1]12([C:11]3[CH:16]=[C:15]([Br:17])[C:14]([O:18][CH3:19])=[CH:13][C:12]=3[OH:20])[CH2:10][CH:5]3[CH2:6][CH:7]([CH2:9][CH:3]([CH2:4]3)[CH2:2]1)[CH2:8]2.[CH2:21](Br)[C:22]1[CH:27]=[CH:26][CH:25]=[CH:24][CH:23]=1.C([O-])([O-])=O.[K+].[K+]>CC(C)=O>[C:1]12([C:11]3[C:12]([O:20][CH2:21][C:22]4[CH:27]=[CH:26][CH:25]=[CH:24][CH:23]=4)=[CH:13][C:14]([O:18][CH3:19])=[C:15]([Br:17])[CH:16]=3)[CH2:2][CH:3]3[CH2:9][CH:7]([CH2:6][CH:5]([CH2:4]3)[CH2:10]1)[CH2:8]2 |f:2.3.4|. Reported procedure: To a stirred solution of 2-(1-adamantyl)-4-bromo-5-methoxyphenol (2.59 g, 7.68 mmol) in acetone (26 mL) was added benzyl bromide (1.31 g, 7.68 mmol) followed by K2CO3 (1.33 g, 9.60 mmol). The mixture was stirred and heated at reflux for 17.25 h under argon. Acetone was removed at reduced pressure before 1 N HCl (40 mL) was added. The mixture was extracted with EtOAc (100 mL), and the organic layer was washed with H2O and brine and dried. After removal of solvent at reduced pressure, the residue ... RXN SMILES: [C:1]([O:2][C:3](=[O:4])[N:8]1[CH2:9][CH2:10][N:11]([S:14](=[O:15])(=[O:16])[c:17]2[n:18][cH:19][n:20]([CH3:22])[cH:21]2)[CH2:12][CH2:13]1)([CH3:5])([CH3:6])[CH3:7].[CH3:24][OH:25].[CH3:29][CH2:30][O:31][CH2:32][CH3:33].[Cl:26][CH2:27][Cl:28].[ClH:23]>>[ClH:23].[NH:8]1[CH2:9][CH2:10][N:11]([S:14](=[O:15])(=[O:16])[c:17]2[n:18][cH:19][n:20]([CH3:22])[cH:21]2)[CH2:12][CH2:13]1. Reactants: Cn1cnc(S(=O)(=O)N2CCN(C(=O)OC(C)(C)C)CC2)c1, CO, CCOCC, ClCCl, Cl. The product is Cl, Cn1cnc(S(=O)(=O)N2CCNCC2)c1.